This data is from the Open Reaction Database (ORD), a public repository of structured organic reaction records. The task is: describe an organic reaction: reactants, conditions, products, and yield Reactants: [N+](=O)([O-])C1=CC=C(C(=O)Cl)C=C1 (4-nitrobenzoyl chloride), C1(=CC=CC=C1)C1=CC=CC=C1 (biphenyl), [Cl-].[Al+3].[Cl-].[Cl-] (aluminum chloride). Run in ClCCCl (1,2-dichloroethane), ClCCCl (1,2-dichloroethane), ClCCCl (1,2-dichloroethane). Reaction conditions: temperature 50 celsius, time 2 hour. The product is [N+](=O)([O-])C1=CC=C(C(=O)C2=CC=C(C=C2)C2=CC=CC=C2)C=C1 (4-Nitro-4'-phenylbenzophenone). As a reaction SMILES: [N+:1]([C:4]1[CH:12]=[CH:11][C:7]([C:8](Cl)=[O:9])=[CH:6][CH:5]=1)([O-:3])=[O:2].[C:13]1([C:19]2[CH:24]=[CH:23][CH:22]=[CH:21][CH:20]=2)[CH:18]=[CH:17][CH:16]=[CH:15][CH:14]=1.[Cl-].[Al+3].[Cl-].[Cl-]>ClCCCl>[N+:1]([C:4]1[CH:12]=[CH:11][C:7]([C:8]([C:22]2[CH:23]=[CH:24][C:19]([C:13]3[CH:18]=[CH:17][CH:16]=[CH:15][CH:14]=3)=[CH:20][CH:21]=2)=[O:9])=[CH:6][CH:5]=1)([O-:3])=[O:2] |f:2.3.4.5|. Procedure: A solution of 147 g (1.05 moles) of 4-nitrobenzoyl chloride in 250 ml of 1,2-dichloroethane and a solution of 154 g (1.0 mole) of biphenyl in 200 ml of 1,2-dichloroethane are added dropwise, in succession, to the suspension of 160 g (1.2 moles) of anhydrous aluminum chloride in 400 ml of 1,2-dichloroethane at 0° C. The mixture is allowed to reach room temperature, after which it is stirred for 2 hours at 50° C. and poured carefully onto ice water. The precipitate is filtered off under suction, w... Starting materials: C(=O)(OC(C)(C)C)NCCN (N—BOC-ethylenediamine), C(CCCCCC)=O (heptanal), C(#N)[BH3-].[Na+] (sodium cyanoborohydride). The solvent is CO (MeOH). Reaction conditions: time 8 hour. Yields the product C(=O)(OC(C)(C)C)NCCN(CCCCCCC)CCCCCCC (N—BOC—N′,N′-diheptylethylenediamine). Yield: 45.8%. As a reaction SMILES: [C:1]([NH:8][CH2:9][CH2:10]N)([O:3][C:4]([CH3:7])([CH3:6])[CH3:5])=[O:2].[CH:12](=O)[CH2:13][CH2:14][CH2:15][CH2:16][CH2:17][CH3:18].[C:20]([BH3-])#[N:21].[Na+]>CO>[C:1]([NH:8][CH2:9][CH2:10][N:21]([CH2:20][CH2:12][CH2:13][CH2:14][CH2:15][CH2:16][CH3:17])[CH2:12][CH2:13][CH2:14][CH2:15][CH2:16][CH2:17][CH3:18])([O:3][C:4]([CH3:7])([CH3:6])[CH3:5])=[O:2] |f:2.3|. Procedure details: To a stirred solution of N—BOC-ethylenediamine (500 mg, 3.12 mmol) in MeOH (15 mL) were added heptanal (802 mg, 7.02 mmol) followed by sodium cyanoborohydride (588 mg, 9.36 mmol) and the reaction was stirred overnight at room temperature. The reaction was concentrated on a rotevaporator and the concentrate was diluted with water (50 mL). The pH was lowered to ˜2 with 6 N HCl and the acidic solution was extracted with ethylacetate (3×100 mL). The layer was washed with 0.1 N NaOH (1×100 mL) and br... Reactants: C(C)(C)O (isopropanol), ClC1=C(C=CC(=C1)Cl)C(C(C(F)(F)F)(O)C=1C=C2C=CC=NC2=CC1)C (3-(2,4-Dichloro-phenyl)-1,1,1-trifluoro-2-quinolin-6-yl-butan-2-ol). Run in CCCCCCC (heptane). The product is ClC1=C(C=CC(=C1)Cl)[C@H]([C@@](C(F)(F)F)(O)C=1C=C2C=CC=NC2=CC1)C ((2R,3R)-3-(2,4-Dichloro-phenyl)-1,1,1-trifluoro-2-quinolin-6-yl-butan-2-ol). RXN SMILES: C(O)(C)C.[Cl:5][C:6]1[CH:11]=[C:10]([Cl:12])[CH:9]=[CH:8][C:7]=1[CH:13]([CH3:30])[C:14]([C:20]1[CH:21]=[C:22]2[C:27](=[CH:28][CH:29]=1)[N:26]=[CH:25][CH:24]=[CH:23]2)([OH:19])[C:15]([F:18])([F:17])[F:16]>CCCCCCC>[Cl:5][C:6]1[CH:11]=[C:10]([Cl:12])[CH:9]=[CH:8][C:7]=1[C@@H:13]([CH3:30])[C@:14]([C:20]1[CH:21]=[C:22]2[C:27](=[CH:28][CH:29]=1)[N:26]=[CH:25][CH:24]=[CH:23]2)([OH:19])[C:15]([F:18])([F:17])[F:16]. Procedure details: These materials were obtained by preparative HPLC (Column: Chiralpack AD; solvent: 1% isopropanol in heptane) from racemic 3-(2,4-dichloro-phenyl)-1,1,1-trifluoro-2-quinolin-6-yl-butan-2-ol (example 52). Reactants: CC1(C)COC2(CCC(=O)CC2)OC1, CO, [H][H], COc1cc(N)c(Cl)cc1C(=O)NC1CCNCC1OC, c1ccsc1. Product: COc1cc(N)c(Cl)cc1C(=O)NC1CCN(C2CCC3(CC2)OCC(C)(C)CO3)CC1OC. Reaction SMILES: [CH3:1][C:2]1([CH3:14])[CH2:3][O:4][C:5]2([O:6][CH2:7]1)[CH2:8][CH2:9][C:10](=[O:13])[CH2:11][CH2:12]2.[CH3:43][OH:44].[H:41][H:42].[NH2:15][c:16]1[cH:17][c:18]([O:34][CH3:35])[c:19]([C:20](=[O:21])[NH:22][CH:23]2[CH:24]([O:29][CH3:30])[CH2:25][NH:26][CH2:27][CH2:28]2)[cH:31][c:32]1[Cl:33].[cH:36]1[cH:37][s:38][cH:39][cH:40]1>>[CH3:1][C:2]1([CH3:14])[CH2:3][O:4][C:5]2([O:6][CH2:7]1)[CH2:8][CH2:9][CH:10]([N:26]1[CH2:25][CH:24]([O:29][CH3:30])[CH:23]([NH:22][C:20]([c:19]3[c:18]([O:34][CH3:35])[cH:17][c:16]([NH2:15])[c:32]([Cl:33])[cH:31]3)=[O:21])[CH2:28][CH2:27]1)[CH2:11][CH2:12]2.